From a dataset of the Open Reaction Database (ORD), a public repository of structured organic reaction records. describe an organic reaction: reactants, conditions, products, and yield The reactants are C1CCOC1, CCC(CC)OC(=O)Cl, NCc1cc(N)ccc1S(=O)(=O)Nc1ccc2c(c1)B(O)OC2. Yields the product CCC(CC)OC(=O)NCc1cc(N)ccc1S(=O)(=O)Nc1ccc2c(c1)B(O)OC2. RXN SMILES: [CH2:33]1[O:34][CH2:35][CH2:36][CH2:37]1.[Cl:24][C:25](=[O:26])[O:27][CH:28]([CH2:29][CH3:30])[CH2:31][CH3:32].[NH2:1][c:2]1[cH:3][c:4]([CH2:22][NH2:23])[c:5]([S:8](=[O:9])(=[O:10])[NH:11][c:12]2[cH:13][cH:14][c:15]3[c:16]([cH:21]2)[B:17]([OH:20])[O:18][CH2:19]3)[cH:6][cH:7]1>>[NH2:1][c:2]1[cH:3][c:4]([CH2:22][NH:23][C:25](=[O:26])[O:27][CH:28]([CH2:29][CH3:30])[CH2:31][CH3:32])[c:5]([S:8](=[O:9])(=[O:10])[NH:11][c:12]2[cH:13][cH:14][c:15]3[c:16]([cH:21]2)[B:17]([OH:20])[O:18][CH2:19]3)[cH:6][cH:7]1.